This data is from the Open Reaction Database (ORD), a public repository of structured organic reaction records. The task is: describe an organic reaction: reactants, conditions, products, and yield Reactants: Cl (HCl), C(=O)([O-])[O-].[Na+].[Na+] (Na2CO3), BrC1=C2C=C(NC2=CC=C1)C(=O)O (4-Bromo-1H-indole-2-carboxylic acid), COC1=CC=C(C=C1)B(O)O (4-methoxy-phenyl-boronic acid). The reagents and catalysts are C1=CC=C(C=C1)P(C2=CC=CC=C2)C3=CC=CC=C3.C1=CC=C(C=C1)P(C2=CC=CC=C2)C3=CC=CC=C3.Cl[Pd]Cl (bis(triphenylphosphin)palladium(II)chloride). Solvent: C(C)(=O)OCC (ethyl acetate), C(CC)O (1-propanol). Conditions: temperature 85 celsius, time 3 hour. Product: COC1=CC=C(C=C1)C1=C2C=C(NC2=CC=C1)C(=O)O (4-(4-Methoxy-phenyl)-1H-indole-2-carboxylic acid). RXN SMILES: Br[C:2]1[CH:10]=[CH:9][CH:8]=[C:7]2[C:3]=1[CH:4]=[C:5]([C:11]([OH:13])=[O:12])[NH:6]2.[CH3:14][O:15][C:16]1[CH:21]=[CH:20][C:19](B(O)O)=[CH:18][CH:17]=1.C([O-])([O-])=O.[Na+].[Na+].Cl>C(O)CC.C1C=CC(P(C2C=CC=CC=2)C2C=CC=CC=2)=CC=1.C1C=CC(P(C2C=CC=CC=2)C2C=CC=CC=2)=CC=1.Cl[Pd]Cl.C(OCC)(=O)C>[CH3:14][O:15][C:16]1[CH:21]=[CH:20][C:19]([C:2]2[CH:10]=[CH:9][CH:8]=[C:7]3[C:3]=2[CH:4]=[C:5]([C:11]([OH:13])=[O:12])[NH:6]3)=[CH:18][CH:17]=1 |f:2.3.4,7.8.9|. Procedure: 4-Bromo-1H-indole-2-carboxylic acid (5 g, 20.8 mmol) and 4-methoxy-phenyl-boronic acid (3.2 g, 20.8 mmol) are dissolved in 1-propanol (100 ml) and the mixture is flushed with argon for 30 min. Then bis(triphenylphosphin)palladium(II)chloride (200 mg, 1 mmol) and Na2CO3 (4.4 g, 40.2 mmol) are added and the reaction mixture is stirred at 85° C. for 3 h. After cooling down to room temperature, ethyl acetate and 2M HCl are added. The organic layers are dried over sodium sulphate. Evaporation gave 6 ... The reactants are mixture, O1CCCC1.CCOCC (tetrahydrofuran ether), C1CN2CCN1CC2 (1,4-diazobicyclo[2.2.2]octane), C(C=C)#N (acrylonitrile). Conditions: temperature 80 celsius. Yields the product C(#N)C=1COC2=C(C1)C=CC(=C2)O (3-cyano-7-hydroxy-2H-1-benzopyran). RXN SMILES: C1N2CCN(CC2)C1.[C:9](#[N:12])[CH:10]=[CH2:11].[O:13]1[CH2:17][CH2:16][CH2:15][CH2:14]1.C[CH2:19][O:20][CH2:21][CH3:22]>>[C:9]([C:10]1[CH2:19][O:20][C:21]2[CH:22]=[C:14]([OH:13])[CH:15]=[CH:16][C:17]=2[CH:11]=1)#[N:12] |f:2.3|. Procedure: A portion of the above mixture (30 g). was combined with 1,4-diazobicyclo[2.2.2]octane (Aldrich, 3.1 g, 27.7 mmol) and acrylonitrile (20 mL, 304 mmol) and heated at 80° C. for 4 h. The reaction mixture was concentrated in vacuo leaving an oily residue which was dissolved in a tetrahydrofuran/ether mixture (1:1), washed with 10% NaHCO3 (3×100 mL), dried (Na2SO4), and concentrated in vacuo to provide a crude mixture (36.1 g). The separated NaHCO3 layer was extracted with EtOAc (3×50 mL). The combi... The reactants are O (water), C(C)(=O)O (acetic acid), C1(CC1)N1C=C(C(C2=C(C(=C(C(=C12)OC(F)F)F)F)[N+](=O)[O-])=O)C(=O)OCC (ethyl 1-cyclopropyl-6,7-difluoro-8-difluoromethoxyl-5-nitro-1,4-dihydro-4-oxoquinoline-3-carboxylate). The reagents and catalysts are [Fe] (iron). The solvent is C(C)O (ethanol). Product: NC1=C2C(C(=CN(C2=C(C(=C1F)F)OC(F)F)C1CC1)C(=O)O)=O (5-amino-1-cyclopropyl-6,7-difluoro-8-difluoromethoxyl-1,4-dihydro-4-oxoquinoline-3-carboxylic acid). The yield is 84.5%. Reaction SMILES: O.C(O)(=O)C.[CH:6]1([N:9]2[C:18]3[C:13](=[C:14]([N+:25]([O-])=O)[C:15]([F:24])=[C:16]([F:23])[C:17]=3[O:19][CH:20]([F:22])[F:21])[C:12](=[O:28])[C:11]([C:29]([O:31]CC)=[O:30])=[CH:10]2)[CH2:8][CH2:7]1>[Fe].C(O)C>[NH2:25][C:14]1[C:15]([F:24])=[C:16]([F:23])[C:17]([O:19][CH:20]([F:21])[F:22])=[C:18]2[C:13]=1[C:12](=[O:28])[C:11]([C:29]([OH:31])=[O:30])=[CH:10][N:9]2[CH:6]1[CH2:8][CH2:7]1. Procedure: The preparation comprises refluxing mixture of reducing iron powder (2.4 g, 42.8 mmol), water (4.5 mL) and acetic acid (0.3 mL) for 15 min under stirring, adding batch-wise ethyl 1-cyclopropyl-6,7-difluoro-8-difluoromethoxyl-5-nitro-1,4-dihydro-4-oxoquinoline-3-carboxylate (4.3 g, 10.6 mmol), adding ethanol (20 mL), continuously refluxing for 6 h under stirring, hot filtering, distilling off the solvent from the filtrate, adding concentrated hydrochloric acid (5 mL) and acetic acid (10 mL) to re... Reactants: C[Si](C)(C)[N-][Si](C)(C)C.[Na+] (sodium bis(trimethylsilyl)amide), IC (iodomethane), NC1C(N(C2=C(C(=N1)C1=CC=CC=C1)C=CC=C2)C)=O (3(R,S)-amino-1,3-dihydro-1-methyl-5-phenyl-2H-1,4-benzodiazepin-2-one), C(C1=CC=CC=C1)=O (benzaldehyde), S(=O)(=O)([O-])[O-].[Mg+2] (magnesium sulphate). The solvent is O1CCCC1 (tetrahydrofuran), ClCCl (dichloromethane), O1CCCC1 (tetrahydrofuran), [Cl-].[Na+].O (Brine). Conditions: time 21 hour. The product is NC1(C(N(C2=C(C(=N1)C1=CC=CC=C1)C=CC=C2)C)=O)C (3(R,S)-Amino-1,3-dimethyl-5-phenyl-2H-1,4-benzodiazepin-2-one). The yield is 54.8%. Reaction SMILES: [NH2:1][CH:2]1[N:8]=[C:7]([C:9]2[CH:14]=[CH:13][CH:12]=[CH:11][CH:10]=2)[C:6]2[CH:15]=[CH:16][CH:17]=[CH:18][C:5]=2[N:4]([CH3:19])[C:3]1=[O:20].[CH:21](=O)C1C=CC=CC=1.S([O-])([O-])(=O)=O.[Mg+2].C[Si]([N-][Si](C)(C)C)(C)C.[Na+].IC>ClCCl.O1CCCC1.[Cl-].[Na+].O>[NH2:1][C:2]1([CH3:21])[N:8]=[C:7]([C:9]2[CH:14]=[CH:13][CH:12]=[CH:11][CH:10]=2)[C:6]2[CH:15]=[CH:16][CH:17]=[CH:18][C:5]=2[N:4]([CH3:19])[C:3]1=[O:20] |f:2.3,4.5,9.10.11|. Procedure: A mixture of 3(R,S)-amino-1,3-dihydro-1-methyl-5-phenyl-2H-1,4-benzodiazepin-2-one (J. Org. Chem., 1987, 52, 3232) (1 g), benzaldehyde (408 mg) and anhydrous magnesium sulphate (3 g) in anhydrous dichloromethane (25 ml) was stirred at room temperature for 21 hours, under nitrogen. 4 Å Molecular sieves (2 g) were added to the above mixture and it was refluxed for 19 hours and finally stirred at room temperature for a further 23 hours. Solids were filtered off, washed with anhydrous dichloromethan... Reactants: [H-].[Na+] (Sodium hydride), COC1=CC=C(C=C1)N1N=C(C2=C1C(NCC2)=O)C(F)(F)F (1-(4-Methoxy-phenyl)-3-trifluoromethyl-1,4,5,6-tetrahydro-pyrazolo[3,4-c]pyridin-7-one), BrCC(=O)OC (methyl bromoacetate). Solvent: CN(C=O)C (N,N-dimethylformamide). Reaction conditions: temperature 0 celsius, time 8 hour. Product: COC(CN1C(C2=C(CC1)C(=NN2C2=CC=C(C=C2)OC)C(F)(F)F)=O)=O ([1-(4-Methoxy-phenyl)-7-oxo-3-trifluoromethyl-1,4,5,7-tetrahydro-pyrazolo[3,4-c]pyridin-6-yl]-acetic acid methyl ester). The yield is 73.9%. RXN SMILES: [CH3:1][O:2][C:3]1[CH:8]=[CH:7][C:6]([N:9]2[C:13]3[C:14](=[O:18])[NH:15][CH2:16][CH2:17][C:12]=3[C:11]([C:19]([F:22])([F:21])[F:20])=[N:10]2)=[CH:5][CH:4]=1.[H-].[Na+].Br[CH2:26][C:27]([O:29][CH3:30])=[O:28]>CN(C)C=O>[CH3:30][O:29][C:27](=[O:28])[CH2:26][N:15]1[CH2:16][CH2:17][C:12]2[C:11]([C:19]([F:22])([F:20])[F:21])=[N:10][N:9]([C:6]3[CH:5]=[CH:4][C:3]([O:2][CH3:1])=[CH:8][CH:7]=3)[C:13]=2[C:14]1=[O:18] |f:1.2|. Reported procedure: Part D: 1-(4-Methoxy-phenyl)-3-trifluoromethyl-1,4,5,6-tetrahydro-pyrazolo[3,4-c]pyridin-7-one (1.0 g, 3.213 mmol) was dissolved in N,N-dimethylformamide (20 mL) and cooled to 0° C. Sodium hydride (60%, 0.321 g, 8.032 mmol) was added followed by methyl bromoacetate (0.608 mL, 6.425 mmol). The reaction was stirred at rt overnight. The reaction was quenched with 1N hydrochloric acid (100 mL), extracted with ethyl acetate (3×100 mL), washed with water (2×100 mL), washed with brine (1×100 mL), dried... Starting materials: ClC1=CC=C(C(=O)C2=C(C=C(OCCCC(C(=O)OC)(C)C)C=C2C)C)C=C1 (Methyl 5-[4-(p-chlorobenzoyl)-3,5-dimethylphenoxy]-2,2-dimethylpentanoate). The solvent is CO (methanol). The product is ClC1=CC=C(C(=O)C2=C(C=C(OCCCC(C(=O)O)(C)C)C=C2C)C)C=C1 (5-[4-(p-chlorobenzoyl)-3,5-dimethylphenoxy]-2,2-dimethylpentanoic acid). Reaction SMILES: [Cl:1][C:2]1[CH:28]=[CH:27][C:5]([C:6]([C:8]2[C:24]([CH3:25])=[CH:23][C:11]([O:12][CH2:13][CH2:14][CH2:15][C:16]([CH3:22])([CH3:21])[C:17]([O:19]C)=[O:18])=[CH:10][C:9]=2[CH3:26])=[O:7])=[CH:4][CH:3]=1>CO>[Cl:1][C:2]1[CH:3]=[CH:4][C:5]([C:6]([C:8]2[C:9]([CH3:26])=[CH:10][C:11]([O:12][CH2:13][CH2:14][CH2:15][C:16]([CH3:22])([CH3:21])[C:17]([OH:19])=[O:18])=[CH:23][C:24]=2[CH3:25])=[O:7])=[CH:27][CH:28]=1. Procedure details: The ester of Example 3 is saponified with methanol containing soda to give the desired acid, m.pt 135° C. The product is ClC1=C(C(=O)NC(=O)NC2=CC(=C(C=C2)Cl)Cl)C(=CC=C1)Cl (N-(2,6-dichlorobenzoyl)-N'-(3,4-dichlorophenyl)-urea). Reaction SMILES: [Cl:1][C:2]1[CH:12]=[CH:11][CH:10]=[C:9]([Cl:13])[C:3]=1[C:4]([N:6]=[C:7]=[O:8])=[O:5].[Cl:14][C:15]1[CH:16]=[C:17]([CH:19]=[CH:20][C:21]=1[Cl:22])[NH2:18]>C1C=CC=CC=1>[Cl:1][C:2]1[CH:12]=[CH:11][CH:10]=[C:9]([Cl:13])[C:3]=1[C:4]([NH:6][C:7]([NH:18][C:17]1[CH:19]=[CH:20][C:21]([Cl:22])=[C:15]([Cl:14])[CH:16]=1)=[O:8])=[O:5]. Procedure details: 35 g of 2,6-dichlorobenzoylisocyanate in 100 ml of dry benzene are added drop by drop, with stirring and cooling, to a solution of 24.3 g of 3,4-dichloroaniline in 200 ml of dry benzene. Much heat is evolved and a precipitate is formed which is drawn off while hot and then is washed with hot benzene. The resulting N-(2,6-dichlorobenzoyl)-N'-(3,4-dichlorophenyl)-urea is pure, as is shown by thin layer chromatography (with ethylacetate as the solvent). If desired, the product may be recristallized... Solvent: C1=CC=CC=C1 (benzene), C1=CC=CC=C1 (benzene). The reactants are ClC1=C(C(=O)N=C=O)C(=CC=C1)Cl (2,6-dichlorobenzoylisocyanate), ClC=1C=C(N)C=CC1Cl (3,4-dichloroaniline).